This data is from the Open Reaction Database (ORD), a public repository of structured organic reaction records. The task is: describe an organic reaction: reactants, conditions, products, and yield The reactants are CC1=CC=C(C=C1)N1C(NC(NC1=O)NCC(C)C)=O (3-(4-methylphenyl)-6-isobutylaminotetrahydro-1,3,5-triazine-2,4-dione), C(C)(=O)OC(C)=O (acetic anhydride). Conditions: time 20 hour. Product: CC1=CC=C(C=C1)N1C(NC(NC1=O)N(C(C)=O)CC(C)C)=O (3-(4-methylphenyl)-6-[(N-acetyl) isobutylamino]tetrahydro-1,3,5-triazine-2,4dione). The yield is 83.0%. Reaction SMILES: [CH3:1][C:2]1[CH:7]=[CH:6][C:5]([N:8]2[C:13](=[O:14])[NH:12][CH:11]([NH:15][CH2:16][CH:17]([CH3:19])[CH3:18])[NH:10][C:9]2=[O:20])=[CH:4][CH:3]=1.[C:21](OC(=O)C)(=[O:23])[CH3:22]>>[CH3:1][C:2]1[CH:7]=[CH:6][C:5]([N:8]2[C:9](=[O:20])[NH:10][CH:11]([N:15]([CH2:16][CH:17]([CH3:18])[CH3:19])[C:21](=[O:23])[CH3:22])[NH:12][C:13]2=[O:14])=[CH:4][CH:3]=1. Procedure details: A mixture of 3-(4-methylphenyl)-6-isobutylaminotetrahydro-1,3,5-triazine-2,4-dione (20 g.) and acetic anhydride (150 ml.) was heated under reflux with slow distillation for 6 hours, cooled and evaporated. The residual oil solidified in 20 hours and was recrystallised from ethanol (100 ml.) to give 3-(4-methylphenyl)-6-[(N-acetyl) isobutylamino]tetrahydro-1,3,5-triazine-2,4dione (19.4 g., 83%) m.p. 159°-160° C. Starting materials: [OH-].[Na+] (Sodium hydroxide), BrC=1C=C2CCOC(C2=CC1)CC(=O)OCC (ethyl (6-bromoisochroman-1-yl)acetate), BrC=1C=C2CCOC(C2=CC1)CC(=O)OCC (ethyl (6-bromoisochroman-1-yl)acetate). Solvent: C(C)O (ethanol). The product is BrC=1C=C2CCOC(C2=CC1)CC(=O)O ((6-bromoisochroman-1-yl)acetic acid). As a reaction SMILES: [OH-].[Na+].[Br:3][C:4]1[CH:5]=[C:6]2[C:11](=[CH:12][CH:13]=1)[CH:10]([CH2:14][C:15]([O:17]CC)=[O:16])[O:9][CH2:8][CH2:7]2>C(O)C>[Br:3][C:4]1[CH:5]=[C:6]2[C:11](=[CH:12][CH:13]=1)[CH:10]([CH2:14][C:15]([OH:17])=[O:16])[O:9][CH2:8][CH2:7]2 |f:0.1|. Procedure details: Sodium hydroxide (1N, 19.8 ml) is added to ethyl (6-bromoisochroman-1-yl)acetate (LXXVII, 3.96 g, 13.2 mmol) in ethanol (20 ml). The mixture is stirred for 2 hr, at which time the ethanol is removed under reduced pressure. The residue is acidified with hydrochloric acid (4N, approximately 6 ml) and extracted with ether. The organic phase is separated and is washed with dilute aqueous hydrochloric acid, dilute aqueous hydrochloric acid/saline, and saline, dried over magnesium sulfate, and concent... Starting materials: CC([C@H](N)C(=O)OC)(C)C (methyl 3-methyl-L-valinate), C(=O)(O)[O-].[Na+] (NaHCO3), ClC(Cl)(OC(OC(Cl)(Cl)Cl)=O)Cl (triphosgene). Solvent: C(Cl)Cl (CH2Cl2), C(Cl)Cl (CH2Cl2). The product is CC([C@H](N=C=O)C(=O)OC)(C)C (methyl 3-methyl-N-(oxomethylene)-L-valinate). RXN SMILES: [CH3:1][C:2]([CH3:10])([CH3:9])[C@@H:3]([C:5]([O:7][CH3:8])=[O:6])[NH2:4].[C:11]([O-])(O)=[O:12].[Na+].ClC(Cl)(OC(=O)OC(Cl)(Cl)Cl)Cl>C(Cl)Cl>[CH3:1][C:2]([CH3:10])([CH3:9])[C@@H:3]([C:5]([O:7][CH3:8])=[O:6])[N:4]=[C:11]=[O:12] |f:1.2|. Procedure: A solution (0.39 M) of methyl 3-methyl-L-valinate in a 2:1 mixture of saturated aqueous NaHCO3 and CH2Cl2 was cooled in an ice bath and stirred rapidly. The mixture was treated with triphosgene (0.45 eq) in one portion, and the resulting mixture was stirred for 0.5 h. The reaction was diluted with CH2Cl2, and the layers were separated. The aqueous phase was extracted with CH2Cl2, then the combined organics were washed with brine and dried. Removal of the solvent gave the title compound as clear ... The reactants are COC(=O)c1cc(-c2ccnn2C)cs1, O=C1CCC(=O)N1Br, C1CCOC1. Yields the product COC(=O)c1cc(-c2c(Br)cnn2C)cs1. Reaction SMILES: [CH3:9][n:10]1[n:11][cH:12][cH:13][c:14]1-[c:15]1[cH:16][c:17]([C:20](=[O:21])[O:22][CH3:23])[s:18][cH:19]1.[O:1]=[C:2]1[N:3]([Br:8])[C:4](=[O:5])[CH2:6][CH2:7]1.[O:24]1[CH2:25][CH2:26][CH2:27][CH2:28]1>>[Br:8][c:13]1[cH:12][n:11][n:10]([CH3:9])[c:14]1-[c:15]1[cH:16][c:17]([C:20](=[O:21])[O:22][CH3:23])[s:18][cH:19]1. Starting materials: NC=1C=C2NC(C(NC2=CC1C(F)(F)F)=O)=O (6-amino-7-trifluoromethyl-2,3(1H,4H)-quinoxalinedione), COC1OC(CC1)OC (2,5-dimethoxytetrahydrofuran). Product: N1(C=CC=C1)C=1C=C2NC(C(NC2=CC1C(F)(F)F)=O)=O (6-(1-Pyrrolyl)-7-trifluoromethyl-2,3(1H,4H)-quinoxalinedione). RXN SMILES: [NH2:1][C:2]1[CH:3]=[C:4]2[C:9](=[CH:10][C:11]=1[C:12]([F:15])([F:14])[F:13])[NH:8][C:7](=[O:16])[C:6](=[O:17])[NH:5]2.CO[CH:20]1[CH2:24][CH2:23][CH:22](OC)O1>>[N:1]1([C:2]2[CH:3]=[C:4]3[C:9](=[CH:10][C:11]=2[C:12]([F:15])([F:14])[F:13])[NH:8][C:7](=[O:16])[C:6](=[O:17])[NH:5]3)[CH:20]=[CH:24][CH:23]=[CH:22]1. Reported procedure: 12.2mmol of 6-amino-7-trifluoromethyl-2,3(1H,4H)-quinoxalinedione were reacted with 12.2 mmol of 2,5-dimethoxytetrahydrofuran by the method of Example 5d. Reactants: C(=O)(OC(C)(C)C)N[C@@H](CC1=CC=C(C=C1)OCC1=CC=CC=C1)[C@@H]1CCC(O1)=O (5(S)-[1(S)-(Boc-amino)-2-(p-benzyloxy-phenyl)ethyl]dihydrofuran-2-(3H)-one), COC1=CC=C(CI)C=C1 (p-methoxybenzyl iodide), C(CC)(=O)O (propionic acid), solution, C[Si](C)(C)[N-][Si](C)(C)C.[Li+] (lithium bis(trimethylsilyl)amide). Solvent: C1CCOC1 (THF), O (water), CCCCCC.C(C)(=O)OCC (hexane ethyl acetate), C1CCOC1 (THF), CN1CCCN(C1=O)C (DMPU), C1CCOC1 (THF). The product is C(=O)(OC(C)(C)C)N[C@@H](CC1=CC=C(C=C1)OCC1=CC=CC=C1)[C@@H]1C[C@H](C(O1)=O)CC1=CC=C(C=C1)OC (5(S)-[1(S)-(Boc-Amino)-2-(p-benzyloxyphenyl)ethyl]-3(R)-[(p-methoxyphenyl)methyl]dihydrofuran-2-(3H)-one). RXN SMILES: [C:1]([NH:8][C@H:9]([C@H:25]1[O:29][C:28](=[O:30])[CH2:27][CH2:26]1)[CH2:10][C:11]1[CH:16]=[CH:15][C:14]([O:17][CH2:18][C:19]2[CH:24]=[CH:23][CH:22]=[CH:21][CH:20]=2)=[CH:13][CH:12]=1)([O:3][C:4]([CH3:7])([CH3:6])[CH3:5])=[O:2].C[Si]([N-][Si](C)(C)C)(C)C.[Li+].[CH3:41][O:42][C:43]1[CH:50]=[CH:49][C:46]([CH2:47]I)=[CH:45][CH:44]=1.C(O)(=O)CC>C1COCC1.CN1C(=O)N(C)CCC1.O.CCCCCC.C(OCC)(=O)C>[C:1]([NH:8][C@H:9]([C@H:25]1[O:29][C:28](=[O:30])[C@H:27]([CH2:47][C:46]2[CH:49]=[CH:50][C:43]([O:42][CH3:41])=[CH:44][CH:45]=2)[CH2:26]1)[CH2:10][C:11]1[CH:16]=[CH:15][C:14]([O:17][CH2:18][C:19]2[CH:20]=[CH:21][CH:22]=[CH:23][CH:24]=2)=[CH:13][CH:12]=1)([O:3][C:4]([CH3:6])([CH3:7])[CH3:5])=[O:2] |f:1.2,8.9|. Reported procedure: In analogy with Example 5d), 2.9 g (7.04 mmol) of 5(S)-[1(S)-(Boc-amino)-2-(p-benzyloxy-phenyl)ethyl]dihydrofuran-2-(3H)-one [preparation, see Example 1g)], dissolved in 10.3 ml of THF and 1.2 ml of DMPU, are deprotonated, at -70° C., with 14.1 ml of a 1M solution of lithium bis(trimethylsilyl)amide in THF, and alkylated (at from -75° C. to -50° C.), with 2.6 g (10.57 mmol) of p-methoxybenzyl iodide [preparation, see Example 7e)] in 10 ml of THF. Protonation, at -75° C., with 2.6 ml (35.2 mmol) ...